Dataset: the Open Reaction Database (ORD), a public repository of structured organic reaction records. Task: describe an organic reaction: reactants, conditions, products, and yield Run at temperature 40 celsius. RXN SMILES: C(O[C:5](=[O:7])[CH3:6])(=O)C.C(C#N)(=O)[C:9]([CH3:12])([CH3:11])[CH3:10].S(=O)(=O)(O)O.[CH3:21][NH:22][C:23](=[S:26])[NH:24][NH2:25].[OH-].[Na+]>Cl>[C:9]([CH:6]1[NH:25][NH:24][C:23](=[S:26])[N:22]([CH3:21])[C:5]1=[O:7])([CH3:10])([CH3:11])[CH3:12] |f:4.5|. The reactants are CNC(NN)=S (4-methyl-thiosemicarbazide), [OH-].[Na+] (NaOH), C(C)(=O)OC(C)=O (acetic acid anhydride), C(C(C)(C)C)(=O)C#N (pivaloyl cyanide), S(O)(O)(=O)=O (sulphuric acid). Yield: 91.0%. Procedure details: First 51.2 g (0.5 mol) of acetic acid anhydride and then 27.8 g (0.25 mol) of pivaloyl cyanide were introduced, in each case at room temperature, into 98.0 g (1.0 mol) of initially introduced concentrated sulphuric acid. After this reaction mixture has been stirred for a further hour at 40° C., it was stirred into a solution of 23.3 g (0.25 mol) of 4-methyl-thiosemicarbazide in 200 ml of 1 N HCl. After the end of the addition, the mixture was stirred for a further hour at room temperature. The p... The solvent is Cl (HCl). The product is C(C)(C)(C)C1C(N(C(NN1)=S)C)=O (6-tert.-butyl-4-methyl-5-oxo-3-thioxo-tetrahydro-1,2,4-(2H, 4H)-triazine). Starting materials: [NH4+].[Cl-] (NH4Cl), FC=1C=C(C=C(C1)F)C(=O)C=1SC=CN1 ((3,5-difluorophenyl)(thiazol-2-yl)methanone), C1(=CC=CC=C1)S (THIOPHENOL), C[S-].[Na+] (sodium thiomethoxide). Solvent: CN(C)C=O (DMF). Reaction conditions: time 4 hour. Yields the product CSC=1C=C(C=C(C1)F)C(=O)C=1SC=CN1 ((3-Methylthio-5-fluorophenyl)(thiazol-2-yl)methanone). RXN SMILES: [F:1][C:2]1[CH:3]=[C:4]([C:9]([C:11]2[S:12][CH:13]=[CH:14][N:15]=2)=[O:10])[CH:5]=[C:6](F)[CH:7]=1.[C:16]1([SH:22])C=CC=CC=1.C[S-].[Na+].[NH4+].[Cl-]>CN(C=O)C>[CH3:16][S:22][C:6]1[CH:5]=[C:4]([C:9]([C:11]2[S:12][CH:13]=[CH:14][N:15]=2)=[O:10])[CH:3]=[C:2]([F:1])[CH:7]=1 |f:2.3,4.5|. Procedure: To a solution of (3,5-difluorophenyl)(thiazol-2-yl)methanone from Thiophenol 2, Step 2, (1.09 g, 4.84 mmol) in DMF (4.8 mL) was added sodium thiomethoxide (0.34 g, 4.84 mmol). The mixture was stirred for 4 h at r.t., then added to sat. aqueous NH4Cl (100 mL) and extracted with EtOAc. The combined organic layers were washed with brine and dried over anhydrous MgSO4. Evaporation of the solvent and chromatography using hexane: EtOAc (90:10) gave 0.80 g of the title product. Run in CO (MeOH), C(C)OCC (diethyl ether). Procedure: To a solution of 0.71 g (1.9 mmol) N-[(S)-(4-bromophenyl)(1-methyl-1H-1,2,3-triazol-4-yl)methyl]-2-methylpropane-2-sulfinamide in 5.0 ml MeOH was added 1.4 mL (2.8 mmol) 2.0M HCl in diethyl ether. After 30 min at room temperature, the reaction mixture was concentrated in vacuo to afford (S)-(4-bromophenyl)(1-methyl-1H-1,2,3-triazol-4-yl)methanaminium chloride. ES-MS [M+1]+=269.0. The reactants are BrC1=CC=C(C=C1)[C@H](NS(=O)C(C)(C)C)C=1N=NN(C1)C (N-[(S)-(4-bromophenyl)(1-methyl-1H-1,2,3-triazol-4-yl)methyl]-2-methylpropane-2-sulfinamide), Cl (HCl). The product is [Cl-].BrC1=CC=C(C=C1)[C@H]([NH3+])C=1N=NN(C1)C ((S)-(4-bromophenyl)(1-methyl-1H-1,2,3-triazol-4-yl)methanaminium chloride). Run at time 30 minute. RXN SMILES: [Br:1][C:2]1[CH:7]=[CH:6][C:5]([C@@H:8]([C:16]2[N:17]=[N:18][N:19]([CH3:21])[CH:20]=2)[NH:9]S(C(C)(C)C)=O)=[CH:4][CH:3]=1.[ClH:22]>CO.C(OCC)C>[Cl-:22].[Br:1][C:2]1[CH:7]=[CH:6][C:5]([C@@H:8]([C:16]2[N:17]=[N:18][N:19]([CH3:21])[CH:20]=2)[NH3+:9])=[CH:4][CH:3]=1 |f:4.5|. Reactants: O=C(O)Cn1c(-c2ccc(F)cc2)ncc(NC(=O)OCc2ccccc2)c1=O, CC(C)C(N)C(O)c1nnc(C(C)(C)c2ccc3c(c2)OCO3)o1, Cl. Product: CC(C)(c1ccc2c(c1)OCO2)c1nnco1. Reaction SMILES: [CH2:1]([O:2][C:3]([NH:4][c:5]1[c:6](=[O:7])[n:8]([CH2:9][C:10]([OH:11])=[O:12])[c:13](-[c:14]2[cH:15][cH:16][c:17]([F:18])[cH:19][cH:20]2)[n:21][cH:22]1)=[O:23])[c:24]1[cH:25][cH:26][cH:27][cH:28][cH:29]1.[CH3:31][C:32]([c:33]1[cH:34][c:35]2[c:36]([cH:37][cH:38]1)[O:39][CH2:40][O:41]2)([CH3:42])[c:43]1[o:44][c:45]([CH:48]([OH:49])[CH:50]([NH2:51])[CH:52]([CH3:53])[CH3:54])[n:46][n:47]1.[ClH:30]>>[CH3:31][C:32]([c:33]1[cH:34][c:35]2[c:36]([cH:37][cH:38]1)[O:39][CH2:40][O:41]2)([CH3:42])[c:43]1[o:44][cH:45][n:46][n:47]1.